Dataset: the Open Reaction Database (ORD), a public repository of structured organic reaction records. Task: describe an organic reaction: reactants, conditions, products, and yield Starting materials: O (water), [H-].[Na+] (sodium hydride), CC=1C=C(C=CC1CCCCN1N=NC=C1)O (3-methyl-4-(4-[1,2,3]triazol-1-yl-butyl)-phenol), ClCC=1C(=NC(=CC1)C1=CC=C(C=C1)OC(F)(F)F)C (3-chloromethyl-2-methyl-6-(4-trifluoromethoxy-phenyl)-pyridine). The solvent is CN(C=O)C (N,N-dimethylformamide). Run at temperature 0 celsius, time 30 minute. Yields the product CC1=NC(=CC=C1COC1=CC(=C(C=C1)CCCCN1N=NC=C1)C)C1=CC=C(C=C1)OC(F)(F)F (2-Methyl-3-[3-Methyl-4-(4-[1,2,3]triazol-1-yl-butyl)-phenoxymethyl]-6-(4-trifluoromethoxy-phenyl)-pyridine). The yield is 91.5%. RXN SMILES: [H-].[Na+].[CH3:3][C:4]1[CH:5]=[C:6]([OH:19])[CH:7]=[CH:8][C:9]=1[CH2:10][CH2:11][CH2:12][CH2:13][N:14]1[CH:18]=[CH:17][N:16]=[N:15]1.Cl[CH2:21][C:22]1[C:23]([CH3:39])=[N:24][C:25]([C:28]2[CH:33]=[CH:32][C:31]([O:34][C:35]([F:38])([F:37])[F:36])=[CH:30][CH:29]=2)=[CH:26][CH:27]=1.O>CN(C)C=O>[CH3:39][C:23]1[C:22]([CH2:21][O:19][C:6]2[CH:7]=[CH:8][C:9]([CH2:10][CH2:11][CH2:12][CH2:13][N:14]3[CH:18]=[CH:17][N:16]=[N:15]3)=[C:4]([CH3:3])[CH:5]=2)=[CH:27][CH:26]=[C:25]([C:28]2[CH:29]=[CH:30][C:31]([O:34][C:35]([F:37])([F:38])[F:36])=[CH:32][CH:33]=2)[N:24]=1 |f:0.1|. Reported procedure: 26 mg (0.66 mmol) of 60% sodium hydride were added to at 0° C. to a solution of 153 mg (0.66 mmol) 3-methyl-4-(4-[1,2,3]triazol-1-yl-butyl)-phenol in 8.0 ml N,N-dimethylformamide and stirred for 30 min. at 0° C. 200 mg (0.66 mmol) 3-chloromethyl-2-methyl-6-(4-trifluoromethoxy-phenyl)-pyridine were given to the reaction mixture and stirring continued at room temperature (r.t.) overnight. After addition of 16 ml water the mixture was stirred for 1 h, the formed precipitate isolated by filtration, ... The reactants are N(C1=CC=CC=C1)C=1C=C2C(C(=O)NC2=O)=CC1NC1=CC(=C(C(=C1)OC)OC)OC (4-anilino-5-(3,4,5-trimethoxy-anilino)phthalimide), B(Br)(Br)Br (boron tribromide). Solvent: ClCCl (dichloromethane). Reaction conditions: time 4 hour. The product is N(C1=CC=CC=C1)C=1C=C2C(C(=O)NC2=O)=CC1NC1=CC(=C(C(=C1)O)O)O (4-Anilino-5-(3,4,5-trihydroxy-anilino)-phthalimide). RXN SMILES: [NH:1]([C:8]1[CH:9]=[C:10]2[C:15](=[O:16])[NH:14][C:12](=[O:13])[C:11]2=[CH:17][C:18]=1[NH:19][C:20]1[CH:25]=[C:24]([O:26]C)[C:23]([O:28]C)=[C:22]([O:30]C)[CH:21]=1)[C:2]1[CH:7]=[CH:6][CH:5]=[CH:4][CH:3]=1.B(Br)(Br)Br>ClCCl>[NH:1]([C:8]1[CH:9]=[C:10]2[C:15](=[O:16])[NH:14][C:12](=[O:13])[C:11]2=[CH:17][C:18]=1[NH:19][C:20]1[CH:25]=[C:24]([OH:26])[C:23]([OH:28])=[C:22]([OH:30])[CH:21]=1)[C:2]1[CH:7]=[CH:6][CH:5]=[CH:4][CH:3]=1. Procedure: To a suspension of 78 mg (0.18 mmol) of 4-anilino-5-(3,4,5-trimethoxy-anilino)phthalimide (Example 27) in 4 ml of dichloromethane, a solution of 314 μl (3.24 mmol) boron tribromide is added dropwise at RT. The reaction mixture is stirred for 4 hours at RT, is then cooled to 0° and quenched with 5 ml of water, and the phases are separated. The water phase is extracted three times with ethyl acetate. The organic phases are combined and washed twice with water, dried over magnesium sulfate and conc... Reactants: [N+](=O)([O-])C=1C=C2C(C(=O)OC2=O)=CC1 (4-nitrophthalic anhydride), [F-].[K+] (potassium fluoride), Cl (hydrochloric acid). The solvent is CS(=O)C (dimethyl sulfoxide). Run at time 35 minute. Product: FC=1C=C2C(C(=O)OC2=O)=CC1 (4-fluorophthalic anhydride). Isolated yield 34.8%. RXN SMILES: [N+]([C:4]1[CH:5]=[C:6]2[C:11](=[O:12])[O:10][C:8](=[O:9])[C:7]2=[CH:13][CH:14]=1)([O-])=O.[F-:15].[K+].Cl>CS(C)=O>[F:15][C:4]1[CH:5]=[C:6]2[C:11](=[O:12])[O:10][C:8](=[O:9])[C:7]2=[CH:13][CH:14]=1 |f:1.2|. Procedure: To a reaction vessel fitted with a reflux condenser magnetic stirrer and nitrogen inlet were placed 3.35 grams (0.0174 mol) 4-nitrophthalic anhydride, 2.83 grams (0.036 mol) anhydrous potassium fluoride, and 8 ml. dry dimethyl sulfoxide. The reaction vessel was placed in an oil bath at 142°C. and kept at this temperature for about 35 minutes while stirring the reaction mixture. VPC analysis of a portion of the reaction mixture showed that the reaction was complete after about 20 minutes. The rea... Starting materials: O=C([O-])[O-], CN(C)C=O, Clc1cc(CBr)cnc1Cl, N#CC(C#N)CCC(F)(F)F, [K+], [K+]. The product is N#CC(C#N)(CCC(F)(F)F)Cc1cnc(Cl)c(Cl)c1. RXN SMILES: [C:12](=[O:13])([O-:14])[O-:15].[CH3:28][N:29]([CH3:30])[CH:31]=[O:32].[Cl:18][c:19]1[cH:20][c:21]([CH2:26][Br:27])[cH:22][n:23][c:24]1[Cl:25].[F:1][C:2]([CH2:3][CH2:4][CH:5]([C:6]#[N:7])[C:8]#[N:9])([F:10])[F:11].[K+:16].[K+:17]>>[F:1][C:2]([CH2:3][CH2:4][C:5]([C:6]#[N:7])([C:8]#[N:9])[CH2:26][c:21]1[cH:20][c:19]([Cl:18])[c:24]([Cl:25])[n:23][cH:22]1)([F:10])[F:11].